From a dataset of the Open Reaction Database (ORD), a public repository of structured organic reaction records. describe an organic reaction: reactants, conditions, products, and yield Reactants: ClC1=CC2=C(N=C(S2)N2CCNCC2)C=C1 (6-Chloro-2-piperazin-1-yl-benzothiazole), CC1=CC=CC(=N1)S(=O)(=O)NC=1C=C(C(=O)O)C=CC1 (3-(6-Methyl-pyridine-2-sulfonylamino)-benzoic acid). Product: ClC1=CC2=C(N=C(S2)N2CCN(CC2)C(=O)C=2C=C(C=CC2)NS(=O)(=O)C2=NC(=CC=C2)C)C=C1 (N-(3-(4-(6-chlorobenzo[d]thiazol-2-yl)piperazine-1-carbonyl)-phenyl)-6-methylpyridine-2-sulfonamide). Reaction SMILES: [Cl:1][C:2]1[CH:16]=[CH:15][C:5]2[N:6]=[C:7]([N:9]3[CH2:14][CH2:13][NH:12][CH2:11][CH2:10]3)[S:8][C:4]=2[CH:3]=1.[CH3:17][C:18]1[N:23]=[C:22]([S:24]([NH:27][C:28]2[CH:29]=[C:30]([CH:34]=[CH:35][CH:36]=2)[C:31](O)=[O:32])(=[O:26])=[O:25])[CH:21]=[CH:20][CH:19]=1>>[Cl:1][C:2]1[CH:16]=[CH:15][C:5]2[N:6]=[C:7]([N:9]3[CH2:14][CH2:13][N:12]([C:31]([C:30]4[CH:29]=[C:28]([NH:27][S:24]([C:22]5[CH:21]=[CH:20][CH:19]=[C:18]([CH3:17])[N:23]=5)(=[O:25])=[O:26])[CH:36]=[CH:35][CH:34]=4)=[O:32])[CH2:11][CH2:10]3)[S:8][C:4]=2[CH:3]=1. Procedure details: Compound 12 is prepared using synthesis method 2 using intermediates 3g and 5b (yield: 15%).